From a dataset of the Open Reaction Database (ORD), a public repository of structured organic reaction records. describe an organic reaction: reactants, conditions, products, and yield Starting materials: COC(=O)C=1C(CSC1)O (3-hydroxy-dihydrothiophene-4-carboxylic acid methyl ester), BrN1C(CCC1=O)=O (N-bromosuccinimide). Run in C(Cl)(Cl)(Cl)Cl (carbon tetrachloride). Run at temperature 0 celsius, time 1 hour. Product: COC(=O)C=1C(=CSC1)O (3-hydroxythiophene-4-carboxylic acid methyl ester). Isolated yield 76.0%. Reaction SMILES: [CH3:1][O:2][C:3]([C:5]1[CH:6]([OH:10])[CH2:7][S:8][CH:9]=1)=[O:4].BrN1C(=O)CCC1=O>C(Cl)(Cl)(Cl)Cl>[CH3:1][O:2][C:3]([C:5]1[C:6]([OH:10])=[CH:7][S:8][CH:9]=1)=[O:4]. Reported procedure: 1.6 Parts of 3-hydroxy-dihydrothiophene-4-carboxylic acid methyl ester are introduced into 15 parts by volume of carbon tetrachloride and the mixture is cooled to 0° C. 1.78 parts of N-bromosuccinimide are added in portions over 30 minutes and the mixture is kept for one hour at 0° C. The end product is isolated from the reaction mixture analogously to Example 5c. 1.2 parts (76% of theory) of 3-hydroxythiophene-4-carboxylic acid methyl ester of melting point 40°-43° C. are obtained.